Dataset: the Open Reaction Database (ORD), a public repository of structured organic reaction records. Task: describe an organic reaction: reactants, conditions, products, and yield Reaction SMILES: C([NH:4][C:5]1[CH:10]=[CH:9][C:8]([O:11][CH2:12][O:13][CH3:14])=[CH:7][C:6]=1[N+:15]([O-:17])=[O:16])(=O)C.[OH-].[Na+]>CO.O>[NH2:4][C:5]1[CH:10]=[CH:9][C:8]([O:11][CH2:12][O:13][CH3:14])=[CH:7][C:6]=1[N+:15]([O-:17])=[O:16] |f:1.2|. Reactants: C(C)(=O)NC1=C(C=C(C=C1)OCOC)[N+](=O)[O-] (1-acetamido-4-methoxymethoxy-2-nitro-benzene), [OH-].[Na+] (sodium hydroxide). The product is NC1=C(C=C(C=C1)OCOC)[N+](=O)[O-] (1-amino-4methoxymethoxy-2-nitrobenzene). Run in CO (methanol), O (water). Procedure: The resulting 1-acetamido-4-methoxymethoxy-2-nitro-benzene is treated with sodium hydroxide in methanol, warmed briefly on a steam bath for about 15 minutes until the reaction is complete, diluted with water and extracted with dichloromethane to afford 1-amino-4methoxymethoxy-2-nitrobenzene. This latter compound is treated in accordance with the first paragraph of Example VI to afford 1-(3-methoxycarbonyl-2-thioureido)-4-methoxymethoxy-2-nitrobenzene. This latter compound is reduced in accordanc...